From a dataset of the Open Reaction Database (ORD), a public repository of structured organic reaction records. describe an organic reaction: reactants, conditions, products, and yield Reactants: B, Cc1cccc(C)c1NC(=O)CCCc1cccnc1, CO, C1CCOC1. Yields the product Cc1cccc(C)c1NCCCCc1cccnc1. As a reaction SMILES: [BH3:21].[CH3:1][c:2]1[c:3]([NH:9][C:10]([CH2:11][CH2:12][CH2:13][c:14]2[cH:15][n:16][cH:17][cH:18][cH:19]2)=[O:20])[c:4]([CH3:8])[cH:5][cH:6][cH:7]1.[CH3:22][OH:23].[O:24]1[CH2:25][CH2:26][CH2:27][CH2:28]1>>[CH3:1][c:2]1[c:3]([NH:9][CH2:10][CH2:11][CH2:12][CH2:13][c:14]2[cH:15][n:16][cH:17][cH:18][cH:19]2)[c:4]([CH3:8])[cH:5][cH:6][cH:7]1.